This data is from the Open Reaction Database (ORD), a public repository of structured organic reaction records. The task is: describe an organic reaction: reactants, conditions, products, and yield Reactants: COC1=CC=C(COC2=C(C=CC=C2)C(C)=O)C=C1 (1-{2-[(4-methoxybenzyl)oxy]phenyl}ethanone), COC1=CC=C(COC2=C(C=CC=C2)C(C)=O)C=C1 (1-{2-[(4-methoxybenzyl)oxy]phenyl}ethanone), C(=O)C1CN(CCC1)C(=O)OCC1=CC=CC=C1 (benzyl 3-formyl-1-piperidinecarboxylate), C(=O)C1CN(CCC1)C(=O)OCC1=CC=CC=C1 (benzyl 3-formyl-1-piperidinecarboxylate), C(#N)CC(=O)OC(C)(C)C (tert-butyl cyanoacetate), C(C)(=O)[O-].[NH4+] (ammonium acetate). Run in COCCOC (1,2-dimethoxyethane). Procedure details: A solution of 1-{2-[(4-methoxybenzyl)oxy]phenyl}ethanone (14.2 g, 55.4 mmol)(starting compound 1D), benzyl 3-formyl-1-piperidinecarboxylate (13.7 g, 55.4 mmol)(starting compound 2C), tert-butyl cyanoacetate (7.8 g, 55.4 mmol), and ammonium acetate (9.8 g, 166.1 mmol) in 1,2-dimethoxyethane (60 mL) was stirred under reflux for 3.5 hrs. After cooled to room temperature, the mixture was partitioned between ethyl acetate and water. The separated organic phase was washed with water and brine, dried o... As a reaction SMILES: [CH3:1][O:2][C:3]1[CH:19]=[CH:18][C:6]([CH2:7][O:8][C:9]2[CH:14]=[CH:13][CH:12]=[CH:11][C:10]=2[C:15](=O)[CH3:16])=[CH:5][CH:4]=1.[CH:20]([CH:22]1[CH2:27][CH2:26][CH2:25][N:24]([C:28]([O:30][CH2:31][C:32]2[CH:37]=[CH:36][CH:35]=[CH:34][CH:33]=2)=[O:29])[CH2:23]1)=O.[C:38]([CH2:40][C:41]([O:43][C:44]([CH3:47])([CH3:46])[CH3:45])=[O:42])#[N:39].C([O-])(=O)C.[NH4+:52]>COCCOC>[NH2:39][C:38]1[N:52]=[C:15]([C:10]2[CH:11]=[CH:12][CH:13]=[CH:14][C:9]=2[O:8][CH2:7][C:6]2[CH:18]=[CH:19][C:3]([O:2][CH3:1])=[CH:4][CH:5]=2)[CH:16]=[C:20]([CH:22]2[CH2:27][CH2:26][CH2:25][N:24]([C:28]([O:30][CH2:31][C:32]3[CH:37]=[CH:36][CH:35]=[CH:34][CH:33]=3)=[O:29])[CH2:23]2)[C:40]=1[C:41]([O:43][C:44]([CH3:47])([CH3:46])[CH3:45])=[O:42] |f:3.4|. The yield is 14.2%. Product: NC1=C(C(=O)OC(C)(C)C)C(=CC(=N1)C1=C(C=CC=C1)OCC1=CC=C(C=C1)OC)C1CN(CCC1)C(=O)OCC1=CC=CC=C1 (tert-butyl 2-amino-4-{1-[(benzyloxy)carbonyl]-3-piperidinyl}-6-{2-[(4-methoxybenzyl)oxy]phenyl}nicotinate). Reactants: CN1CCOCC1 (NMM), C(Cl)Cl.CCOC(=O)C (CH2Cl2 EtOAc), CN1CCOCC1 (NMM), NC=1C=C(C=C(C1)C(F)(F)F)NC(=O)C1=CNC2=CC=CC=C2C1=O (N-[3-amino-5-(trifluoromethyl)phenyl]-4-oxo-1H-quinoline-3-carboxamide), ClCCS(=O)(=O)Cl (β-Chloroethylsulfonyl chloride), crude mixture. The solvent is O1CCOCC1 (1,4-dioxane). Yields the product O=C1C(=CNC2=CC=CC=C12)C(=O)NC1=CC(=CC(=C1)NS(=O)(=O)C=C)C(F)(F)F (4-oxo-N-[3-(trifluoromethyl)-5-(vinylsulfonamido)phenyl]-1,4-dihydroquinoline-3-carboxamide). RXN SMILES: [NH2:1][C:2]1[CH:3]=[C:4]([NH:12][C:13]([C:15]2[C:24](=[O:25])[C:23]3[C:18](=[CH:19][CH:20]=[CH:21][CH:22]=3)[NH:17][CH:16]=2)=[O:14])[CH:5]=[C:6]([C:8]([F:11])([F:10])[F:9])[CH:7]=1.CN1CCOCC1.Cl[CH2:34][CH2:35][S:36](Cl)(=[O:38])=[O:37].C(Cl)Cl.CCOC(C)=O>O1CCOCC1>[O:25]=[C:24]1[C:23]2[C:18](=[CH:19][CH:20]=[CH:21][CH:22]=2)[NH:17][CH:16]=[C:15]1[C:13]([NH:12][C:4]1[CH:3]=[C:2]([NH:1][S:36]([CH:35]=[CH2:34])(=[O:38])=[O:37])[CH:7]=[C:6]([C:8]([F:10])([F:11])[F:9])[CH:5]=1)=[O:14] |f:3.4|. Procedure: To a suspension of N-[3-amino-5-(trifluoromethyl)phenyl]-4-oxo-1H-quinoline-3-carboxamide (429) (500 mg 1.4 mmol) in 1,4-dioxane (4 mL) was added NMM (0.4 mL, 3.6 mmol). β-Chloroethylsulfonyl chloride (0.16 mL, 1.51 mmol) was added under an argon atmosphere. The mixture was stirred at room temperature for 6½ h, after which TLC (CH2Cl2-EtOAc, 8:2) showed a new spot with a very similar Rf to the starting material. Another 0.5 eq. of NMM was added, and the mixture was stirred at room temperature ov... The reactants are Cl (hydrogen chloride), COC(C=1C(C(=O)OC)=CC(=CC1)CC1=C(C=CC=C1)NC(=O)OC(C)(C)C)=O (4-(2-(tert-butoxycarbonylamino)benzyl)phthalic acid dimethyl ester). The solvent is C(C)OCC (diethyl ether), CO (methanol). Run at time 2 hour. Product: COC(C=1C(C(=O)OC)=CC(=CC1)CC1=C(C=CC=C1)N)=O (4-(2-aminobenzyl)phthalic acid dimethyl ester). Yield: 92.2%. As a reaction SMILES: Cl.[CH3:2][O:3][C:4](=[O:30])[C:5]1[C:6](=[CH:11][C:12]([CH2:15][C:16]2[CH:21]=[CH:20][CH:19]=[CH:18][C:17]=2[NH:22]C(OC(C)(C)C)=O)=[CH:13][CH:14]=1)[C:7]([O:9][CH3:10])=[O:8]>C(OCC)C.CO>[CH3:2][O:3][C:4](=[O:30])[C:5]1[C:6](=[CH:11][C:12]([CH2:15][C:16]2[CH:21]=[CH:20][CH:19]=[CH:18][C:17]=2[NH2:22])=[CH:13][CH:14]=1)[C:7]([O:9][CH3:10])=[O:8]. Procedure: 2N hydrogen chloride in diethyl ether (1 ml) was added to a solution of 4-(2-(tert-butoxycarbonylamino)benzyl)phthalic acid dimethyl ester (100 mg, 0.25 mmol) in methanol (1 ml). The mixture was stirred for 2 hours at room temperature and evaporated to dryness in vacuo. The crude product was recrystallized from diethyl ether/ethyl acetate to give light, golden crystals of 4-(2-aminobenzyl)phthalic acid dimethyl ester (yield: 69 mg (86%)). 1H—NMR (CDCl3) in ppm: δ 7.74 (1H,d); 7.60 (1H,s); 7.54 (... Reactants: O (water), BrCCCCCOC1=CC=C(C(=O)C2=CC=CC=C2)C=C1 (4-[(5-bromopentyl)oxy]benzophenone), solution, CNC (dimethylamine). Solvent: C(C)O (ethanol), C(C)O (ethanol). Yields the product CN(CCCCCOC1=CC=C(C(=O)C2=CC=CC=C2)C=C1)C (4-[(5-(dimethylamino)pentyl)oxy]benzophenone). Isolated yield 97.0%. RXN SMILES: Br[CH2:2][CH2:3][CH2:4][CH2:5][CH2:6][O:7][C:8]1[CH:21]=[CH:20][C:11]([C:12]([C:14]2[CH:19]=[CH:18][CH:17]=[CH:16][CH:15]=2)=[O:13])=[CH:10][CH:9]=1.[CH3:22][NH:23][CH3:24].O>C(O)C>[CH3:22][N:23]([CH3:24])[CH2:2][CH2:3][CH2:4][CH2:5][CH2:6][O:7][C:8]1[CH:21]=[CH:20][C:11]([C:12]([C:14]2[CH:19]=[CH:18][CH:17]=[CH:16][CH:15]=2)=[O:13])=[CH:10][CH:9]=1. Procedure details: A solution of 3.0 g of 4-[(5-bromopentyl)oxy]benzophenone in 30 ml of ethanol was heated to 90° in a pressure tube for 1.5 hours with 16 ml of a 33 percent solution of dimethylamine in ethanol. After cooling the mixture was poured into water and extracted three times with ethyl acetate. The organic phases, dried over sodium sulphate, were evaporated and the residue was chromatographed on neutral aluminium oxide (activity grade III) with hexane:ethyl acetate (7:3). There were obtained 2.69 g (97%... The reactants are CCCCC1CCC(CO)CC1, O=S(Cl)Cl, c1ccncc1. Yields the product CCCCC1CCC(CCl)CC1. RXN SMILES: [CH2:1]([CH2:2][CH2:3][CH3:4])[CH:5]1[CH2:6][CH2:7][CH:8]([CH2:11][OH:12])[CH2:9][CH2:10]1.[S:19]([Cl:20])([Cl:21])=[O:22].[cH:13]1[cH:14][cH:15][n:16][cH:17][cH:18]1>>[CH2:1]([CH2:2][CH2:3][CH3:4])[CH:5]1[CH2:6][CH2:7][CH:8]([CH2:11][Cl:21])[CH2:9][CH2:10]1. Starting materials: [Al+3], [Cl-], [Cl-], [Cl-], ClCCl, O=C(Cl)CCc1ccc(F)cc1F, O. Product: O=C1CCc2c(F)cc(F)cc21. RXN SMILES: [Al+3:15].[Cl-:14].[Cl-:16].[Cl-:17].[Cl:19][CH2:20][Cl:21].[F:1][c:2]1[c:3]([CH2:9][CH2:10][C:11](=[O:12])[Cl:13])[cH:4][cH:5][c:6]([F:8])[cH:7]1.[OH2:18]>>[F:1][c:2]1[c:3]2[c:4]([cH:5][c:6]([F:8])[cH:7]1)[C:11](=[O:12])[CH2:10][CH2:9]2. Reactants: ClC=1C=C2C(C(NC2=CC1)=O)=O (5-chloroisatin), O.C1(=CC=C(C=C1)S(=O)(=O)O)C (p-toluenesulfonic acid monohydrate), C(CCO)O (1,3 propanediol). The solvent is C1=CC=CC=C1 (benzene). Yields the product ClC=1C=C2C3(C(NC2=CC1)=O)OCCCO3 (5′-Chlorospiro[1,3-dioxane-2,3′-indol]-2′(1′H)-one). The yield is 72.4%. RXN SMILES: [Cl:1][C:2]1[CH:3]=[C:4]2[C:8](=[CH:9][CH:10]=1)[NH:7][C:6](=[O:11])[C:5]2=[O:12].O.C1(C)C=CC(S(O)(=O)=O)=CC=1.[CH2:25](O)[CH2:26][CH2:27][OH:28]>C1C=CC=CC=1>[Cl:1][C:2]1[CH:3]=[C:4]2[C:8](=[CH:9][CH:10]=1)[NH:7][C:6](=[O:11])[C:5]12[O:28][CH2:27][CH2:26][CH2:25][O:12]1 |f:1.2|. Procedure: A mixture of 5-chloroisatin (5.00 g, 27.5 mmol), p-toluenesulfonic acid monohydrate (1.05 g, 5.5 mmol, 0.2 mole %) and 1,3 propanediol (6.04 mL, 83 mmol, 3 eq) in benzene (535 mL) was refluxed with a Dean Stark Trap for 7.5 hr. After cooling to room temperature the solution was decanted from the reaction mixture and concentrated The residue was washed with sat. aq. NaHCO3 (2×), brine (1×), dried over Na2SO4, filtered and concentrated. The crude product was purified on Biotage KP silica gel eluti... The reactants are C(C)OC(=O)C1=C(N=C(S1)C)C (5-ethoxycarbonyl-2,4-dimethylthiazole), BrN1C(CCC1=O)=O (N-bromosuccinimide). Reagents/catalysts: C(C1=CC=CC=C1)(=O)OOC(C1=CC=CC=C1)=O (benzoyl peroxide). Run in C(Cl)(Cl)(Cl)Cl (carbon tetrachloride). Yields the product BrCC=1SC(=C(N1)C)C(=O)OCC (2-bromomethyl-5-ethoxycarbonyl-4-methylthiazole). Yield: 41.4%. RXN SMILES: [CH2:1]([O:3][C:4]([C:6]1[S:10][C:9]([CH3:11])=[N:8][C:7]=1[CH3:12])=[O:5])[CH3:2].[Br:13]N1C(=O)CCC1=O>C(Cl)(Cl)(Cl)Cl.C(OOC(=O)C1C=CC=CC=1)(=O)C1C=CC=CC=1>[Br:13][CH2:11][C:9]1[S:10][C:6]([C:4]([O:3][CH2:1][CH3:2])=[O:5])=[C:7]([CH3:12])[N:8]=1. Reported procedure: A mixture of 5-ethoxycarbonyl-2,4-dimethylthiazole (926 mg), N-bromosuccinimide (890 mg) and benzoyl peroxide (8 mg) in carbon tetrachloride (11 ml) was heated at reflux. After 11/2 h the reaction mixture was allowed to cool and filtered. The filtrate was evaporated and the residual oil diluted with petrol (b.p. 40°-60° C.)-ethyl acetate, 4:1, (5 ml) resulting in the precipitation of a solid. After 1 h the suspension was filtered and the filtrate evaporated to an orange oil. Petrol (2 ml) was ad...